Dataset: the Open Reaction Database (ORD), a public repository of structured organic reaction records. Task: describe an organic reaction: reactants, conditions, products, and yield The product is COc1c(C)c(C)c(C(=O)CCCCCBr)c(C)c1OC. Reactants: [Al+3], O=C(Cl)CCCCCBr, ClCCl, COc1c(C)cc(C)c(C)c1OC, [Cl-], [Cl-], [Cl-]. RXN SMILES: [Al+3:15].[Br:18][CH2:19][CH2:20][CH2:21][CH2:22][CH2:23][C:24](=[O:25])[Cl:26].[CH2:27]([Cl:28])[Cl:29].[CH3:1][O:2][c:3]1[c:4]([O:12][CH3:13])[c:5]([CH3:11])[c:6]([CH3:10])[cH:7][c:8]1[CH3:9].[Cl-:14].[Cl-:16].[Cl-:17]>>[CH3:1][O:2][c:3]1[c:4]([O:12][CH3:13])[c:5]([CH3:11])[c:6]([CH3:10])[c:7]([C:24]([CH2:23][CH2:22][CH2:21][CH2:20][CH2:19][Br:18])=[O:25])[c:8]1[CH3:9]. Reactants: COCCCN1C(=O)COc2ccc(CCl)cc21, CC(C)(C)OC(=O)N1CCC(c2ccc(OCCCOc3ccccc3F)cc2)C(O)C1. Product: COCCCN1C(=O)COc2ccc(COC3CN(C(=O)OC(C)(C)C)CCC3c3ccc(OCCCOc4ccccc4F)cc3)cc21. As a reaction SMILES: [Cl:33][CH2:34][c:35]1[cH:36][cH:37][c:38]2[c:39]([cH:50]1)[N:40]([CH2:45][CH2:46][CH2:47][O:48][CH3:49])[C:41](=[O:44])[CH2:42][O:43]2.[F:1][c:2]1[c:3]([O:4][CH2:5][CH2:6][CH2:7][O:8][c:9]2[cH:10][cH:11][c:12]([CH:15]3[CH:16]([OH:28])[CH2:17][N:18]([C:21](=[O:22])[O:23][C:24]([CH3:25])([CH3:26])[CH3:27])[CH2:19][CH2:20]3)[cH:13][cH:14]2)[cH:29][cH:30][cH:31][cH:32]1>>[F:1][c:2]1[c:3]([O:4][CH2:5][CH2:6][CH2:7][O:8][c:9]2[cH:10][cH:11][c:12]([CH:15]3[CH:16]([O:28][CH2:34][c:35]4[cH:36][cH:37][c:38]5[c:39]([cH:50]4)[N:40]([CH2:45][CH2:46][CH2:47][O:48][CH3:49])[C:41](=[O:44])[CH2:42][O:43]5)[CH2:17][N:18]([C:21](=[O:22])[O:23][C:24]([CH3:25])([CH3:26])[CH3:27])[CH2:19][CH2:20]3)[cH:13][cH:14]2)[cH:29][cH:30][cH:31][cH:32]1.